Dataset: the Open Reaction Database (ORD), a public repository of structured organic reaction records. Task: describe an organic reaction: reactants, conditions, products, and yield Starting materials: N(=O)[O-].[Na+] (sodium nitrite), C(C)OC(=O)C=1N=CC=2NC3=CC=CC(=C3C2C1COC)OC1=CC=C(C=C1)N (5(-4-aminophenoxy)-4-methoxymethyl-beta-carboline-3-carboxylic acid ethyl ester), N (ammonia), F[B-](F)(F)F.[H+] (tetrafluoroboric acid), P(=O)(O)(O)P(=O)(O)O (hypophosphoric acid). The reagents and catalysts are [Cu-]=O (copper(I) oxide). The solvent is O (water), O (water), O (water). Run at temperature 0 celsius, time 0.5 hour. The product is C(C)OC(=O)C=1N=CC=2NC3=CC=CC(=C3C2C1COC)OC1=CC=CC=C1 (5-phenoxy-4-methoxymethyl-beta-carboline-3-carboxylic acid ethyl ester). Isolated yield 57.4%. Reaction SMILES: [CH2:1]([O:3][C:4]([C:6]1[N:7]=[CH:8][C:9]2[NH:10][C:11]3[C:16]([C:17]=2[C:18]=1[CH2:19][O:20][CH3:21])=[C:15]([O:22][C:23]1[CH:28]=[CH:27][C:26](N)=[CH:25][CH:24]=1)[CH:14]=[CH:13][CH:12]=3)=[O:5])[CH3:2].F[B-](F)(F)F.[H+].N([O-])=O.[Na+].P(P(O)(O)=O)(O)(O)=O.N>O.[Cu-]=O>[CH2:1]([O:3][C:4]([C:6]1[N:7]=[CH:8][C:9]2[NH:10][C:11]3[C:16]([C:17]=2[C:18]=1[CH2:19][O:20][CH3:21])=[C:15]([O:22][C:23]1[CH:28]=[CH:27][CH:26]=[CH:25][CH:24]=1)[CH:14]=[CH:13][CH:12]=3)=[O:5])[CH3:2] |f:1.2,3.4|. Reported procedure: 978 mg of 5(-4-aminophenoxy)-4-methoxymethyl-beta-carboline-3-carboxylic acid ethyl ester is suspended in 2 ml of water and 10 ml of a 50% tetrafluoroboric acid. After cooling to 0° C., it is mixed drop by drop with a solution of 224 mg of sodium nitrite in 2 ml of water and stirred at 0° C. for 1/2 hour. Then it is mixed at the same temperature with a 60% hypophosphoric acid and 150 mg of copper(I) oxide, diluted with 10 ml of water and afterwards heated for 1/2 hour on the steam bath. After ad... The reactants are C1(=CC=CC=C1)P(C1=CC=CC=C1)C1=CC=CC=C1 (triphenylphosphine), OC1CCN(CC1)C(=O)OC(C)(C)C (tert-butyl 4-hydroxypiperidine-1-carboxylate), N(=NC(=O)OC(C)(C)C)C(=O)OC(C)(C)C (di-tert-butyl azodicarboxylate), BrC1=C(C=C(C=C1)F)O (2-bromo-5-fluorophenol). The solvent is C(Cl)Cl (CH2Cl2), C1CCOC1 (THF). Conditions: temperature -78 celsius, time 8 hour. The product is BrC1=C(OC2CCNCC2)C=C(C=C1)F (4-(2-Bromo-5-fluorophenoxy)piperidine). As a reaction SMILES: [OH:1][CH:2]1[CH2:7][CH2:6][N:5](C(OC(C)(C)C)=O)[CH2:4][CH2:3]1.N(C(OC(C)(C)C)=O)=NC(OC(C)(C)C)=O.[Br:31][C:32]1[CH:37]=[CH:36][C:35]([F:38])=[CH:34][C:33]=1O.C1(P(C2C=CC=CC=2)C2C=CC=CC=2)C=CC=CC=1>C1COCC1.C(Cl)Cl>[Br:31][C:32]1[CH:37]=[CH:36][C:35]([F:38])=[CH:34][C:33]=1[O:1][CH:2]1[CH2:3][CH2:4][NH:5][CH2:6][CH2:7]1. Procedure details: To a solution of tert-butyl 4-hydroxypiperidine-1-carboxylate (50.6 g, 251 mmol) and di-tert-butyl azodicarboxylate (71.0 g, 308 mmol) in THF (350 mL) was added 2-bromo-5-fluorophenol (36 mL, 324 mmol). The mixture was cooled to −78° C. and a solution of triphenylphosphine (81.5 g, 311 mmol) in CH2Cl2 (130 mL) was added via a cannula. The reaction was then warmed to room temperature and stirred overnight. The solvents were removed under vacuum and the crude oil was dissolved in EtOH (200 mL). Th... Starting materials: CCN, CC#N, Nc1c(C(=O)NCC2(C(F)(F)F)CO2)cnn1-c1ccc(F)cc1. Product: CCNCC(O)(CNC(=O)c1cnn(-c2ccc(F)cc2)c1N)C(F)(F)F. Reaction SMILES: [CH3:25][CH2:26][NH2:27].[CH3:28][C:29]#[N:30].[NH2:1][c:2]1[c:3]([C:14](=[O:15])[NH:16][CH2:17][C:18]2([C:21]([F:22])([F:23])[F:24])[O:19][CH2:20]2)[cH:4][n:5][n:6]1-[c:7]1[cH:8][cH:9][c:10]([F:13])[cH:11][cH:12]1>>[NH2:1][c:2]1[c:3]([C:14](=[O:15])[NH:16][CH2:17][C:18]([OH:19])([CH2:20][NH:27][CH2:26][CH3:25])[C:21]([F:22])([F:23])[F:24])[cH:4][n:5][n:6]1-[c:7]1[cH:8][cH:9][c:10]([F:13])[cH:11][cH:12]1.